This data is from the Open Reaction Database (ORD), a public repository of structured organic reaction records. The task is: describe an organic reaction: reactants, conditions, products, and yield Reactants: O[C@H]1CN(CC1)C1=NC=C(C(=O)O)C=C1C=1C=NC=NC1 ((R)-6-(3-hydroxypyrrolidin-1-yl)-5-(pyrimidin-5-yl)nicotinic acid), C(C)(C)(C)OC1=CC=C(N)C=C1 (4-tert-butoxyaniline). Product: C(C)(C)(C)OC1=CC=C(C=C1)NC(C1=CN=C(C(=C1)C=1C=NC=NC1)N1C[C@@H](CC1)O)=O ((R)—N-(4-(tert-Butoxy)phenyl)-6-(3-hydroxypyrrolidin-1-yl)-5-(pyrimidin-5-yl)nicotinamide). RXN SMILES: [OH:1][C@@H:2]1[CH2:6][CH2:5][N:4]([C:7]2[C:15]([C:16]3[CH:17]=[N:18][CH:19]=[N:20][CH:21]=3)=[CH:14][C:10]([C:11]([OH:13])=O)=[CH:9][N:8]=2)[CH2:3]1.[C:22]([O:26][C:27]1[CH:33]=[CH:32][C:30]([NH2:31])=[CH:29][CH:28]=1)([CH3:25])([CH3:24])[CH3:23]>>[C:22]([O:26][C:27]1[CH:28]=[CH:29][C:30]([NH:31][C:11](=[O:13])[C:10]2[CH:14]=[C:15]([C:16]3[CH:17]=[N:18][CH:19]=[N:20][CH:21]=3)[C:7]([N:4]3[CH2:5][CH2:6][C@@H:2]([OH:1])[CH2:3]3)=[N:8][CH:9]=2)=[CH:32][CH:33]=1)([CH3:25])([CH3:23])[CH3:24]. Reported procedure: The title compound was prepared in an analogous fashion to that described infashion to that described in Example 170 using (R)-6-(3-hydroxypyrrolidin-1-yl)-5-(pyrimidin-5-yl)nicotinic acid (Stage 170.1) and 4-tert-butoxyaniline to afford an off-white foam. HPLC (Condition 4) tR=4.31 min, UPLC-MS (Condition 3) tR=0.84 min, m/z=434.4 [M+H]+; 1H-NMR (400 MHz, DMSO-d6) δ ppm 1.26 (s, 9H) 1.67-1.77 (m, 1H) 1.79-1.91 (m, 1H) 2.88 (d, J=3.91 Hz, 1H) 3.14-3.25 (m, 2H) 3.30-3.45 (m, 1H) 4.14-4.24 (m, 1H)... The reactants are O (water), C(C(CO)(CO)N)O (tris(hydroxymethyl)aminomethane), CC1=NC2=C(N1CC1=C(C(=CC=C1)C(F)(F)F)C)C=C(C=C2C(=O)O)N2CCOCC2 (2-methyl-1-{[2-methyl-3-(trifluoromethyl)phenyl]methyl}-6-(4-morpholinyl)-1H-benzimidazole-4-carboxylic acid). Run in CO (Methanol). Run at temperature 60 celsius, time 3 hour. The product is CC1=NC2=C(N1CC1=C(C(=CC=C1)C(F)(F)F)C)C=C(C=C2C(=O)O)N2CCOCC2.NC(CO)(CO)CO (2-methyl-1-{[2-methyl-3-(trifluoromethyl)phenyl]methyl}-6-(4-morpholinyl)-1H-benzimidazole-4-carboxylic acid 2-amino-2-(hydroxymethyl)-1,3-propanediol). Yield: 93.5%. RXN SMILES: [CH3:1][C:2]1[N:6]([CH2:7][C:8]2[CH:13]=[CH:12][CH:11]=[C:10]([C:14]([F:17])([F:16])[F:15])[C:9]=2[CH3:18])[C:5]2[CH:19]=[C:20]([N:26]3[CH2:31][CH2:30][O:29][CH2:28][CH2:27]3)[CH:21]=[C:22]([C:23]([OH:25])=[O:24])[C:4]=2[N:3]=1.O.[CH2:33]([OH:40])[C:34]([NH2:39])([CH2:37][OH:38])[CH2:35][OH:36]>CO>[CH3:1][C:2]1[N:6]([CH2:7][C:8]2[CH:13]=[CH:12][CH:11]=[C:10]([C:14]([F:16])([F:15])[F:17])[C:9]=2[CH3:18])[C:5]2[CH:19]=[C:20]([N:26]3[CH2:27][CH2:28][O:29][CH2:30][CH2:31]3)[CH:21]=[C:22]([C:23]([OH:25])=[O:24])[C:4]=2[N:3]=1.[NH2:39][C:34]([CH2:37][OH:38])([CH2:35][OH:36])[CH2:33][OH:40] |f:4.5|. Procedure details: 2-methyl-1-{[2-methyl-3-(trifluoromethyl)phenyl]methyl}-6-(4-morpholinyl)-1H-benzimidazole-4-carboxylic acid (40.0 g, 92 mmol) was suspended in Methanol (1.6 L) in a 3 L rounded-bottom flask. The resulting slurry was heated to 60° C. mixing on a buchii rotary evaporator water bath and tris(hydroxymethyl)aminomethane (3M solution in water) (0.031 L, 92 mmol) was added in four aliquots over 15 minutes followed by the addition of seed crystals as produced by method analogous to Example 86, Batch 2,... Reactants: CCO, Cn1cnc(Cl)c1S(=O)(=O)NCCCN1CCOCC1. Yields the product Cl, Cn1cncc1S(=O)(=O)NCCCN1CCOCC1. Reaction SMILES: [CH3:21][CH2:22][OH:23].[O:1]1[CH2:2][CH2:3][N:4]([CH2:7][CH2:8][CH2:9][NH:10][S:11](=[O:12])(=[O:13])[c:14]2[c:15]([Cl:20])[n:16][cH:17][n:18]2[CH3:19])[CH2:5][CH2:6]1>>[ClH:20].[O:1]1[CH2:2][CH2:3][N:4]([CH2:7][CH2:8][CH2:9][NH:10][S:11](=[O:12])(=[O:13])[c:14]2[cH:15][n:16][cH:17][n:18]2[CH3:19])[CH2:5][CH2:6]1. Reactants: CC(O)c1cc(Br)ccc1F, ClCCl, O=[Cr](=O)([O-])O[Cr](=O)(=O)[O-], c1cc[nH+]cc1, c1cc[nH+]cc1. The product is CC(=O)c1cc(Br)ccc1F. RXN SMILES: [Br:1][c:2]1[cH:3][cH:4][c:5]([F:11])[c:6]([CH:8]([CH3:9])[OH:10])[cH:7]1.[Cl:33][CH2:34][Cl:35].[Cr:12]([O:13][Cr:14]([O-:15])(=[O:16])=[O:17])([O-:18])(=[O:19])=[O:20].[nH+:21]1[cH:22][cH:23][cH:24][cH:25][cH:26]1.[nH+:27]1[cH:28][cH:29][cH:30][cH:31][cH:32]1>>[Br:1][c:2]1[cH:3][cH:4][c:5]([F:11])[c:6]([C:8]([CH3:9])=[O:10])[cH:7]1. Starting materials: O (water), C1(CCCC1)C(C(=O)O)(O)C1=CC=CC=C1 (racemic cyclopentylmandelic acid), C([O-])([O-])=O.[K+].[K+] (potassium carbonate), CI (methyl iodide). The solvent is hexanes, C(Cl)Cl (methylene chloride), CN(C)C=O (DMF). Reaction conditions: time 2 hour. Product: crude product, C1(CCCC1)C(C(=O)OC)(O)C1=CC=CC=C1 (Methyl Cyclopentylmandelate). The yield is 64.0%. As a reaction SMILES: [CH:1]1([C:6]([C:11]2[CH:16]=[CH:15][CH:14]=[CH:13][CH:12]=2)([OH:10])[C:7]([OH:9])=[O:8])[CH2:5][CH2:4][CH2:3][CH2:2]1.[C:17](=O)([O-])[O-].[K+].[K+].CI.O>CN(C=O)C.C(Cl)Cl>[CH:1]1([C:6]([C:11]2[CH:16]=[CH:15][CH:14]=[CH:13][CH:12]=2)([OH:10])[C:7]([O:9][CH3:17])=[O:8])[CH2:5][CH2:4][CH2:3][CH2:2]1 |f:1.2.3|. Procedure details: To a mixture of racemic cyclopentylmandelic acid R/S(±)1 (4.47 g, 20 mmol) and potassium carbonate (7.01 g, 50 mmol) in DMF (50 ml), methyl iodide (8.64 g, 60 mmol) was added at room temperature. The mixture was stirred at room temperature for 2 h, and then poured into water and extracted with hexanes three times. Evaporation of the dried hexanes extract gave a crude product. Flash chromatography of the crude product on silica gel with 1.5:1 hexanes:methylene chloride gave the pure product 2 (3.... Starting materials: IC=1N=CN(C1)C1=NC(=CC(=N1)C(F)(F)F)C1=CC(=C(C=C1)C(F)(F)F)C (2-(4-iodo-imidazol-1-yl)-6-(3-methyl-4-trifluoromethyl-phenyl)-4-trifluoromethyl-pyrimidine), C(C)(C)(C)NS(=O)(=O)C1=CC=C(C=C1)B(O)O (4-(tert.-butylsulfamoyl)-phenylboronic acid). Yields the product C(C)(C)(C)NS(=O)(=O)C1=CC=C(C=C1)C=1N=CN(C1)C1=NC(=CC(=N1)C(F)(F)F)C1=CC(=C(C=C1)C(F)(F)F)C (N-tert-Butyl-4-{1-[6-(3-methyl-4-trifluoromethyl-phenyl)-4-trifluoromethyl-pyrimidin-2-yl]-1H-imidazol-4-yl}-benzenesulfonamide), solid. RXN SMILES: I[C:2]1[N:3]=[CH:4][N:5]([C:7]2[N:12]=[C:11]([C:13]([F:16])([F:15])[F:14])[CH:10]=[C:9]([C:17]3[CH:22]=[CH:21][C:20]([C:23]([F:26])([F:25])[F:24])=[C:19]([CH3:27])[CH:18]=3)[N:8]=2)[CH:6]=1.[C:28]([NH:32][S:33]([C:36]1[CH:41]=[CH:40][C:39](B(O)O)=[CH:38][CH:37]=1)(=[O:35])=[O:34])([CH3:31])([CH3:30])[CH3:29]>>[C:28]([NH:32][S:33]([C:36]1[CH:41]=[CH:40][C:39]([C:2]2[N:3]=[CH:4][N:5]([C:7]3[N:12]=[C:11]([C:13]([F:16])([F:15])[F:14])[CH:10]=[C:9]([C:17]4[CH:22]=[CH:21][C:20]([C:23]([F:25])([F:26])[F:24])=[C:19]([CH3:27])[CH:18]=4)[N:8]=3)[CH:6]=2)=[CH:38][CH:37]=1)(=[O:35])=[O:34])([CH3:31])([CH3:29])[CH3:30]. Procedure details: N-tert-Butyl-4-{1-[6-(3-methyl-4-trifluoromethyl-phenyl)-4-trifluoromethyl-pyrimidin-2-yl]-1H-imidazol-4-yl}-benzenesulfonamide was prepared from 2-(4-iodo-imidazol-1-yl)-6-(3-methyl-4-trifluoromethyl-phenyl)-4-trifluoromethyl-pyrimidine (example E.73) (0.50 g, 1.0 mmol) and commercially available 4-(tert.-butylsulfamoyl)-phenylboronic acid (0.31 g, 1.2 mmol) according to the general procedure VI. Obtained as a light yellow solid (0.057 g), which was subsequently deprotected. The reactants are CN1CC2=C(NC=3C=CC(=CC23)C)CC1 (2,8-dimethyl-2,3,4,5-tetrahydro-1H-pyrido[4,3-b]indole), BrC1=CC(=CC=C1)Br (1,3-dibromobenzene), [O-]P(=O)([O-])[O-].[K+].[K+].[K+] (K3PO4), N1[C@H](C(=O)O)CCC1 (L-proline). Reagents/catalysts: [Cu]I (CuI). Run in CN(C)C=O (DMF), O (water). The product is BrC=1C=C(C=CC1)N1C2=C(C=3C=C(C=CC13)C)CN(CC2)C (5-(3-bromophenyl)-2,8-dimethyl-2,3,4,5-tetrahydro-1H-pyrido[4,3-b]indole). RXN SMILES: [CH3:1][N:2]1[CH2:15][CH2:14][C:5]2[NH:6][C:7]3[CH:8]=[CH:9][C:10]([CH3:13])=[CH:11][C:12]=3[C:4]=2[CH2:3]1.[Br:16][C:17]1[CH:22]=[CH:21][CH:20]=[C:19](Br)[CH:18]=1.[O-]P([O-])([O-])=O.[K+].[K+].[K+].N1CCC[C@H]1C(O)=O>CN(C=O)C.O.[Cu]I>[Br:16][C:17]1[CH:18]=[C:19]([N:6]2[C:7]3[CH:8]=[CH:9][C:10]([CH3:13])=[CH:11][C:12]=3[C:4]3[CH2:3][N:2]([CH3:1])[CH2:15][CH2:14][C:5]2=3)[CH:20]=[CH:21][CH:22]=1 |f:2.3.4.5|. Procedure details: A solution of 2,8-dimethyl-2,3,4,5-tetrahydro-1H-pyrido[4,3-b]indole (1 g, 5 mmol), 1,3-dibromobenzene (1.7 g, 7.2 mmol), K3PO4 (3.18 g, 15 mmol), CuI (95 mg, 0.5 mmol) and L-proline (115 mg, 1 mmol) in dry DMF (5 mL) was stirred at 150° C. for 16 h. The reaction mixture was diluted with water (100 mL) and extracted with EtOAc (150 mL). The organic layer was washed with water (6×30 mL), dried over anhydrous sodium sulfate and evaporated to afford crude material, which was purified by column chro...